This data is from the Open Reaction Database (ORD), a public repository of structured organic reaction records. The task is: describe an organic reaction: reactants, conditions, products, and yield Reactants: O1C(CCCC1)N1N=CC2=C(C=C(C=C12)C(F)(F)F)B1OC(C(O1)(C)C)(C)C (1-(tetrahydro-2H-pyran-2-yl)-4-(4,4,5,5-tetramethyl-1,3,2-dioxaborolan-2-yl)-6-(trifluoromethyl)-1H-indazole), BrC=1C(=NN(C1C(=O)OCC)CC=1C=NN(C1)C)C (ethyl 4-bromo-3-methyl-1-((1-methyl-1H-pyrazol-4-yl)methyl)-1H-pyrazole-5-carboxylate). The reagents and catalysts are C1=CC=C(C=C1)P([C-]2C=CC=C2)C3=CC=CC=C3.C1=CC=C(C=C1)P([C-]2C=CC=C2)C3=CC=CC=C3.Cl[Pd]Cl.[Fe+2] (PdCl2(dppf)). The solvent is O1CCOCC1 (dioxane), C(=O)(O)[O-].[Na+] (NaHCO3), CCOC(=O)C (EtOAc). Conditions: temperature 140 celsius. Yields the product CC1=NN(C(=C1C1=C2C=NN(C2=CC(=C1)C(F)(F)F)C1OCCCC1)C(=O)OCC)CC=1C=NN(C1)C (ethyl 3-methyl-1-((1-methyl-1H-pyrazol-4-yl)methyl)-4-(1-(tetrahydro-2H-pyran-2-yl)-6-(trifluoromethyl)-1H-indazol-4-yl)-1H-pyrazole-5-carboxylate), solid. Isolated yield 57.5%. As a reaction SMILES: [O:1]1[CH2:6][CH2:5][CH2:4][CH2:3][CH:2]1[N:7]1[C:15]2[C:10](=[C:11](B3OC(C)(C)C(C)(C)O3)[CH:12]=[C:13]([C:16]([F:19])([F:18])[F:17])[CH:14]=2)[CH:9]=[N:8]1.Br[C:30]1[C:31]([CH3:47])=[N:32][N:33]([CH2:40][C:41]2[CH:42]=[N:43][N:44]([CH3:46])[CH:45]=2)[C:34]=1[C:35]([O:37][CH2:38][CH3:39])=[O:36]>O1CCOCC1.C([O-])(O)=O.[Na+].CCOC(C)=O.C1C=CC(P(C2C=CC=CC=2)[C-]2C=CC=C2)=CC=1.C1C=CC(P(C2C=CC=CC=2)[C-]2C=CC=C2)=CC=1.Cl[Pd]Cl.[Fe+2]>[CH3:47][C:31]1[C:30]([C:11]2[CH:12]=[C:13]([C:16]([F:17])([F:19])[F:18])[CH:14]=[C:15]3[C:10]=2[CH:9]=[N:8][N:7]3[CH:2]2[CH2:3][CH2:4][CH2:5][CH2:6][O:1]2)=[C:34]([C:35]([O:37][CH2:38][CH3:39])=[O:36])[N:33]([CH2:40][C:41]2[CH:42]=[N:43][N:44]([CH3:46])[CH:45]=2)[N:32]=1 |f:3.4,6.7.8.9|. Procedure details: To a microwave vial were added 1-(tetrahydro-2H-pyran-2-yl)-4-(4,4,5,5-tetramethyl-1,3,2-dioxaborolan-2-yl)-6-(trifluoromethyl)-1H-indazole (0.993 g, 2.506 mmol), ethyl 4-bromo-3-methyl-1-((1-methyl-1H-pyrazol-4-yl)methyl)-1H-pyrazole-5-carboxylate (0.82 g, 2.506 mmol), and PdCl2(dppf) (0.092 g, 0.125 mmol) in dioxane (25 mL) and aqueous saturated NaHCO3 (6 mL). The mixture was bubbled with nitrogen to give a light yellow suspension, which was heated at 140° C. for 60 minutes in a microwave reac... Starting materials: CC(C)CC(C)O, CC(C)N1CCC(=O)N(C)c2cnc(Cl)nc21, CCOc1cc(C(=O)O)ccc1N, O, Cc1ccc(S(=O)(=O)O)cc1. Product: CCOc1cc(C(=O)O)ccc1Nc1ncc2c(n1)N(C(C)C)CCC(=O)N2C. Reaction SMILES: [CH3:43][CH:44]([CH3:45])[CH2:46][CH:47]([OH:48])[CH3:49].[Cl:1][c:2]1[n:3][cH:4][c:5]2[c:11]([n:12]1)[N:10]([CH:13]([CH3:14])[CH3:15])[CH2:9][CH2:8][C:7](=[O:16])[N:6]2[CH3:17].[NH2:18][c:19]1[c:20]([O:28][CH2:29][CH3:30])[cH:21][c:22]([C:23](=[O:24])[OH:25])[cH:26][cH:27]1.[OH2:31].[c:32]1([CH3:33])[cH:34][cH:35][c:36]([S:37]([OH:38])(=[O:39])=[O:40])[cH:41][cH:42]1>>[c:2]1([NH:18][c:19]2[c:20]([O:28][CH2:29][CH3:30])[cH:21][c:22]([C:23](=[O:24])[OH:25])[cH:26][cH:27]2)[n:3][cH:4][c:5]2[c:11]([n:12]1)[N:10]([CH:13]([CH3:14])[CH3:15])[CH2:9][CH2:8][C:7](=[O:16])[N:6]2[CH3:17].